From a dataset of the Open Reaction Database (ORD), a public repository of structured organic reaction records. describe an organic reaction: reactants, conditions, products, and yield Reactants: solution, [OH-].[Li+] (lithium hydroxide), O (water), CC(C(=O)O)CCCC[C@H](C(NCCCC1=CC=CC=C1)=O)NC([C@@H](NC(=O)OC(C)(C)C)CC1=C(C=C(C=C1C)O)C)=O (methyl (7R)-7-{[N-(tert-butoxycarbonyl)-2,6-dimethyl-L-tyrosyl]amino}-8-oxo-8-[(3-phenylpropyl)amino]octanoic acid). The solvent is C1CCOC1 (THF). Reaction conditions: time 8 hour. Yields the product C(C)(C)(C)OC(=O)N[C@@H](CC1=C(C=C(C=C1C)O)C)C(=O)N[C@H](CCCCCC(=O)O)C(NCCCC1=CC=CC=C1)=O ((7R)-7-{[N-(tert-butoxycarbonyl)-2,6-dimethyl-L-tyrosyl]amino}-8-oxo-8-[(3-phenylpropyl)amino]octanoic acid). RXN SMILES: C[CH:2]([CH2:6][CH2:7][CH2:8][CH2:9][C@@H:10]([NH:23][C:24](=[O:44])[C@H:25]([CH2:34][C:35]1[C:40]([CH3:41])=[CH:39][C:38]([OH:42])=[CH:37][C:36]=1[CH3:43])[NH:26][C:27]([O:29][C:30]([CH3:33])([CH3:32])[CH3:31])=[O:28])[C:11](=[O:22])[NH:12][CH2:13][CH2:14][CH2:15][C:16]1[CH:21]=[CH:20][CH:19]=[CH:18][CH:17]=1)[C:3]([OH:5])=[O:4].[OH-].[Li+].O>C1COCC1>[C:30]([O:29][C:27]([NH:26][C@H:25]([C:24]([NH:23][C@@H:10]([C:11](=[O:22])[NH:12][CH2:13][CH2:14][CH2:15][C:16]1[CH:21]=[CH:20][CH:19]=[CH:18][CH:17]=1)[CH2:9][CH2:8][CH2:7][CH2:6][CH2:2][C:3]([OH:5])=[O:4])=[O:44])[CH2:34][C:35]1[C:40]([CH3:41])=[CH:39][C:38]([OH:42])=[CH:37][C:36]=1[CH3:43])=[O:28])([CH3:33])([CH3:31])[CH3:32] |f:1.2|. Reported procedure: To a solution of methyl (7R)-7-{[N-(tert-butoxycarbonyl)-2,6-dimethyl-L-tyrosyl]amino}-8-oxo-8-[(3-phenylpropyl)amino]octanoic acid (400 mg, 0.65 mmol) from preparation 14 in 3 ml dry THF was added a 0.5M solution of lithium hydroxide in water (3 ml, 1.5 mmol) and the reaction mixture stirred at rt overnight. Volatiles were evaporated and the residue acidified with 0.5M KHSO4. Product was extracted with ethyl acetate and the organic extract washed with brine, dried over MgSO4 and concentrated to...